From a dataset of the Open Reaction Database (ORD), a public repository of structured organic reaction records. describe an organic reaction: reactants, conditions, products, and yield Starting materials: NC1=CC=CC2=C1C(C=C(O2)C2=CC=C(C=C2)N)=O (5-amino-2-(4-aminophenyl)-4H-1-benzopyran-4-one), A-374789, BrN1C(CCC1=O)=O (N-bromosuccinimide). The solvent is O1CCOCC1 (dioxane). Conditions: time 2 hour. Yields the product NC1=C(C=CC2=C1C(C=C(O2)C2=CC=C(C=C2)N)=O)Br (5-Amino-2-(4-aminophenyl)-6-bromo-4H-1-benzopyran-4-one). Isolated yield 4.3%. Reaction SMILES: [NH2:1][C:2]1[C:7]2[C:8](=[O:19])[CH:9]=[C:10]([C:12]3[CH:17]=[CH:16][C:15]([NH2:18])=[CH:14][CH:13]=3)[O:11][C:6]=2[CH:5]=[CH:4][CH:3]=1.[Br:20]N1C(=O)CCC1=O>O1CCOCC1>[NH2:1][C:2]1[C:7]2[C:8](=[O:19])[CH:9]=[C:10]([C:12]3[CH:17]=[CH:16][C:15]([NH2:18])=[CH:14][CH:13]=3)[O:11][C:6]=2[CH:5]=[CH:4][C:3]=1[Br:20]. Procedure details: 2.50 g (11.9 mmol) of 5-amino-2-(4-aminophenyl)-4H-1-benzopyran-4-one (EP-A-374789) was dissolved in 75 ml of dioxane, 1.86 g (13.1 mmol) of N-bromosuccinimide was added and the mixture was stirred at room temperature for 2 hours. The reaction solution was concentrated under reduced pressure, and the residue was extracted with a mixed solution of chloroform and methanol. The extract was washed with an aqueous saturated solution of sodium chloride and dried over anhydrous sodium sulfate. The orga... Starting materials: C1(=CC=CC=C1)[Mg]Br (phenylmagnesium bromide), C12C(CCCC1)O2 (cyclohexene oxide). Solvent: O1CCCC1 (tetrahydrofuran). Run at temperature 15 celsius, time 4 hour. Product: C1(=CC=CC=C1)[C@H]1[C@@H](CCCC1)O ((±)-trans-2-phenylcyclohexanol). The yield is 93.3%. As a reaction SMILES: [C:1]1([Mg]Br)[CH:6]=[CH:5][CH:4]=[CH:3][CH:2]=1.[CH:9]12[O:15][CH:10]1[CH2:11][CH2:12][CH2:13][CH2:14]2>O1CCCC1>[C:1]1([C@@H:9]2[CH2:14][CH2:13][CH2:12][CH2:11][C@H:10]2[OH:15])[CH:6]=[CH:5][CH:4]=[CH:3][CH:2]=1. Procedure: A 50-L reactor equipped with a stirrer, a gas bubbler, and an addition funnel was placed under argon, charged with 27.36 L (27.63 mole) of phenylmagnesium bromide (1.0 M), which is known, in tetrahydrofuran and cooled to 15° C. whereupon 235 g (2.37 mole) of CuC1 was added. The resulting mixture was further cooled to -25° C. To this well-stirred mixture was added dropwise over 1.0 hour 1.82 L (18.0 mole, 1766g) of cyclohexene oxide, which is known. After the addition was completed, the mixture w...